This data is from the Open Reaction Database (ORD), a public repository of structured organic reaction records. The task is: describe an organic reaction: reactants, conditions, products, and yield The reactants are COC(=O)CC1COc2cc(OCc3cccc(-c4c(C)cc(OCCCS(C)(=O)=O)cc4C)c3)ccc21, CO, Cl, [Na+], C1CCOC1, [OH-], O. Yields the product Cc1cc(OCCCS(C)(=O)=O)cc(C)c1-c1cccc(COc2ccc3c(c2)OCC3CC(=O)O)c1. As a reaction SMILES: [CH3:1][c:2]1[c:3](-[c:17]2[cH:18][c:19]([CH2:23][O:24][c:25]3[cH:26][c:27]4[c:28]([cH:37][cH:38]3)[CH:29]([CH2:32][C:33](=[O:34])[O:35][CH3:36])[CH2:30][O:31]4)[cH:20][cH:21][cH:22]2)[c:4]([CH3:16])[cH:5][c:6]([O:8][CH2:9][CH2:10][CH2:11][S:12](=[O:13])(=[O:14])[CH3:15])[cH:7]1.[CH3:39][OH:40].[ClH:43].[Na+:42].[O:45]1[CH2:46][CH2:47][CH2:48][CH2:49]1.[OH-:41].[OH2:44]>>[CH3:1][c:2]1[c:3](-[c:17]2[cH:18][c:19]([CH2:23][O:24][c:25]3[cH:26][c:27]4[c:28]([cH:37][cH:38]3)[CH:29]([CH2:32][C:33](=[O:34])[OH:35])[CH2:30][O:31]4)[cH:20][cH:21][cH:22]2)[c:4]([CH3:16])[cH:5][c:6]([O:8][CH2:9][CH2:10][CH2:11][S:12](=[O:13])(=[O:14])[CH3:15])[cH:7]1. Starting materials: NN=C(c1ccccc1)c1ccccc1, CC(C)(C)P(c1ccccc1-c1ccccc1)C(C)(C)C, CC(C)(C)[O-], Cc1ccccc1, CCOC(C)=O, COc1cc(F)ccc1Cl, [Na+], O=C(C=Cc1ccccc1)C=Cc1ccccc1, O=C(C=Cc1ccccc1)C=Cc1ccccc1, O=C(C=Cc1ccccc1)C=Cc1ccccc1, [Pd], [Pd]. Yields the product COc1cc(F)ccc1NN=C(c1ccccc1)c1ccccc1. As a reaction SMILES: [C:11]([c:12]1[cH:13][cH:14][cH:15][cH:16][cH:17]1)([c:18]1[cH:19][cH:20][cH:21][cH:22][cH:23]1)=[N:24][NH2:25].[C:32]([P:33]([C:34]([CH3:35])([CH3:36])[CH3:37])[c:38]1[cH:39][cH:40][cH:41][cH:42][c:43]1-[c:44]1[cH:45][cH:46][cH:47][cH:48][cH:49]1)([CH3:50])([CH3:51])[CH3:52].[CH3:26][C:27]([CH3:28])([O-:29])[CH3:30].[CH3:53][c:54]1[cH:55][cH:56][cH:57][cH:58][cH:59]1.[CH3:60][CH2:61][O:62][C:63]([CH3:64])=[O:65].[Cl:1][c:2]1[c:3]([O:9][CH3:10])[cH:4][c:5]([F:8])[cH:6][cH:7]1.[Na+:31].[O:104]=[C:105]([CH:106]=[CH:107][c:108]1[cH:109][cH:110][cH:111][cH:112][cH:113]1)[CH:114]=[CH:115][c:116]1[cH:117][cH:118][cH:119][cH:120][cH:121]1.[O:68]=[C:69]([CH:70]=[CH:71][c:72]1[cH:73][cH:74][cH:75][cH:76][cH:77]1)[CH:78]=[CH:79][c:80]1[cH:81][cH:82][cH:83][cH:84][cH:85]1.[O:86]=[C:87]([CH:88]=[CH:89][c:90]1[cH:91][cH:92][cH:93][cH:94][cH:95]1)[CH:96]=[CH:97][c:98]1[cH:99][cH:100][cH:101][cH:102][cH:103]1.[Pd:66].[Pd:67]>>[c:2]1([NH:25][N:24]=[C:11]([c:12]2[cH:13][cH:14][cH:15][cH:16][cH:17]2)[c:18]2[cH:19][cH:20][cH:21][cH:22][cH:23]2)[c:3]([O:9][CH3:10])[cH:4][c:5]([F:8])[cH:6][cH:7]1. RXN SMILES: [CH3:1][C:2]([CH3:12])=[CH:3][CH2:4][C:5]1[CH:10]=[CH:9][C:8]([OH:11])=[CH:7][CH:6]=1.O>[Ru].C(O)(C)C>[CH2:4]([C@@H:5]1[CH2:6][CH2:7][C@H:8]([OH:11])[CH2:9][CH2:10]1)[CH2:3][CH:2]([CH3:12])[CH3:1].[CH2:4]([C@H:5]1[CH2:6][CH2:7][C@H:8]([OH:11])[CH2:9][CH2:10]1)[CH2:3][CH:2]([CH3:12])[CH3:1]. Reaction conditions: time 5 hour. Reactants: CC(=CCC1=CC=C(C=C1)O)C (4-(3-methyl-but-2-enyl)-phenol), O (water). Yields the product C(CC(C)C)[C@H]1CC[C@H](CC1)O (cis-4-isoamylcyclohexanol), C(CC(C)C)[C@@H]1CC[C@H](CC1)O (trans-4-isoamylcyclohexanol). The reagents and catalysts are [Ru] (ruthenium). Run in C(C)(C)O (isopropanol). Procedure details: 330 g 4-(3-methyl-but-2-enyl)-phenol, 3 wt. % ruthenium-on-active charcoal (Ru content, based on the weight of the dry catalyst: 5%; water content about 50%) are initially introduced into 570 ml isopropanol in a stirred autoclave with a gassing stirrer. Hydrogenation is carried out for 5 hours at 100° C. under a hydrogen pressure of 130 bar. After filtration, 329 g 4-isoamylcyclohexanol are obtained as a crude product. After distillation, 316 g 4-isoamylcyclohexanol, which has the following comp... Yield: 44.9%. Yields the product Cl.N1(CCOCC1)C1=CC2=C(CNCCO2)C=C1 (8-(morpholin-4-yl)-2,3,4,5-tetrahydro-1,4-benzoxazepine hydrochloride). As a reaction SMILES: [N:1]1([C:7]2[CH:24]=[CH:23][C:10]3[CH2:11][N:12](C(OC(C)(C)C)=O)[CH2:13][CH2:14][O:15][C:9]=3[CH:8]=2)[CH2:6][CH2:5][O:4][CH2:3][CH2:2]1.C(OCC)(=O)C.[ClH:31]>>[ClH:31].[N:1]1([C:7]2[CH:24]=[CH:23][C:10]3[CH2:11][NH:12][CH2:13][CH2:14][O:15][C:9]=3[CH:8]=2)[CH2:6][CH2:5][O:4][CH2:3][CH2:2]1 |f:1.2,3.4|. Procedure details: A solution of tert-butyl 8-(morpholin-4-yl)-2,3-dihydro-1,4-benzoxazepine-4(5H)-carboxylate (50.0 mg, 0.150 mmol) in 4N hydrogen chloride-ethyl acetate (1 ml) was stirred for 1 hr at room temperature, and the solvent was evaporated under reduced pressure. The residue was recrystallized from a mixed solvent of methanol and ether to give the desired product (25.0 mg, 54.5%) as a solid. The yield is 54.5%. The reactants are N1(CCOCC1)C1=CC2=C(CN(CCO2)C(=O)OC(C)(C)C)C=C1 (tert-butyl 8-(morpholin-4-yl)-2,3-dihydro-1,4-benzoxazepine-4(5H)-carboxylate), C(C)(=O)OCC.Cl (hydrogen chloride-ethyl acetate). Reactants: C(C1=CC=CC=C1)ON1[C@@H]2C(=C[C@H](N(C1=O)C2)C(=O)N)CC[N+](=O)[O-] ((2S,5R)-6-(benzyloxy)-4-(2-nitroethyl)-7-oxo-1,6-diazabicyclo[3.2.1]oct-3-ene-2-carboxamide), BOC-anhydride, CCN(C(C)C)C(C)C (DIPEA), C(C1=CC=CC=C1)ON1[C@@H]2C(=C[C@H](N(C1=O)C2)C(=O)N)CC[N+](=O)[O-] ((2S,5R)-6-(benzyloxy)-4-(2-nitroethyl)-7-oxo-1,6-diazabicyclo[3.2.1]oct-3-ene-2-carboxamide), C(C)(=O)O (acetic acid), C(C)O (ethanol). The reagents and catalysts are [Zn] (zinc). Run in C(Cl)Cl (DCM). Reaction conditions: time 1 hour. Yields the product C(C1=CC=CC=C1)ON1[C@@H]2C(=C[C@H](N(C1=O)C2)C(N)=O)CCNC(OC(C)(C)C)=O (tert-butyl 2-((2S,5R)-6-(benzyloxy)-2-carbamoyl-7-oxo-1,6-diazabicyclo[3.2.1]oct-3-en-4-yl)ethylcarbamate). Yield: 61.0%. As a reaction SMILES: [CH2:1]([O:8][N:9]1[C:15](=[O:16])[N:14]2[CH2:17][C@H:10]1[C:11]([CH2:21][CH2:22][N+:23]([O-])=O)=[CH:12][C@H:13]2[C:18]([NH2:20])=[O:19])[C:2]1[CH:7]=[CH:6][CH:5]=[CH:4][CH:3]=1.[C:26]([OH:29])(=[O:28])C.CCN([CH:36]([CH3:38])[CH3:37])C(C)C.[CH2:39](O)C>C(Cl)Cl.[Zn]>[CH2:1]([O:8][N:9]1[C:15](=[O:16])[N:14]2[CH2:17][C@H:10]1[C:11]([CH2:21][CH2:22][NH:23][C:26](=[O:28])[O:29][C:36]([CH3:38])([CH3:39])[CH3:37])=[CH:12][C@H:13]2[C:18](=[O:19])[NH2:20])[C:2]1[CH:7]=[CH:6][CH:5]=[CH:4][CH:3]=1. Procedure details: (2S,5R)-6-(benzyloxy)-4-(2-nitroethyl)-7-oxo-1,6-diazabicyclo[3.2.1]oct-3-ene-2-carboxamide (Intermediate 226, 0.420 g, 1.21 mmol) was taken up in ethanol (absolute, 99.5%) (20 mL), and zinc dust (1.983 g, 30.32 mmol) was added followed by acetic acid (2.78 mL, 48.51 mmol). The reaction mixture was stirred at ambient temperature for 1 hour. DIPEA (2.118 mL, 12.13 mmol) was added followed by BOC-anhydride (0.845 mL, 3.64 mmol). The reaction mixture was stirred for 2 hours, then diluted with DCM, ... Starting materials: ClCC(C(C(=O)OCC)=NOCC1=CC=C(C=C1)C)=O (Ethyl 4-chloro-2-(4-methylbenzyloxyimino)-3-oxobutyrate), NC(=S)N (thiourea), C(C)(=O)[O-].[Na+] (sodium acetate), O (water). The solvent is C(C)O (ethanol). Yields the product NC=1SC=C(N1)C(C(=O)OCC)=NOCC1=CC=C(C=C1)C (ethyl 2-(2-aminothiazol-4-yl)-2-(4-methylbenzyloxyimino)-acetate). Isolated yield 38.7%. As a reaction SMILES: Cl[CH2:2][C:3](=O)[C:4](=[N:10][O:11][CH2:12][C:13]1[CH:18]=[CH:17][C:16]([CH3:19])=[CH:15][CH:14]=1)[C:5]([O:7][CH2:8][CH3:9])=[O:6].[NH2:21][C:22]([NH2:24])=[S:23].C([O-])(=O)C.[Na+].O>C(O)C>[NH2:24][C:22]1[S:23][CH:2]=[C:3]([C:4](=[N:10][O:11][CH2:12][C:13]2[CH:18]=[CH:17][C:16]([CH3:19])=[CH:15][CH:14]=2)[C:5]([O:7][CH2:8][CH3:9])=[O:6])[N:21]=1 |f:2.3|. Procedure: Ethyl 4-chloro-2-(4-methylbenzyloxyimino)-3-oxobutyrate (syn isomer, 19.88 g.), thiourea (5.59 g.), sodium acetate (9.99 g.), water (45 ml.) and ethanol (45 ml.) were treated in a similar manner to that of Example P-(3) to give ethyl 2-(2-aminothiazol-4-yl)-2-(4-methylbenzyloxyimino)-acetate (syn isomer, 8.25 g.). Starting materials: C(OC)(OC)OC (trimethyl orthoformate), C(=O)(O)C1=CC=C(C=C1)S(=O)(=O)N (4-carboxybenzenesulfonamide). Reagents/catalysts: C=1(C(=CC=CC1)S(=O)(=O)O)C (toluenesulfonic acid). The solvent is CO (methanol). Conditions: temperature 70 celsius. Yields the product COC(=O)C1=CC=C(C=C1)S(=O)(=O)N (4-methoxycarbonylbenzenesulfonamide). Isolated yield 95.9%. Reaction SMILES: [CH:1]([O:6]C)(OC)[O:2][CH3:3].C([C:11]1[CH:16]=[CH:15][C:14]([S:17]([NH2:20])(=[O:19])=[O:18])=[CH:13][CH:12]=1)(O)=O>C1(C)C(S(O)(=O)=O)=CC=CC=1.CO>[CH3:3][O:2][C:1]([C:11]1[CH:16]=[CH:15][C:14]([S:17]([NH2:20])(=[O:19])=[O:18])=[CH:13][CH:12]=1)=[O:6]. Procedure: A glass reaction vessel fitted with a reflux condenser and magnetic stir bar was charged with trimethyl orthoformate (34.28 grams), 4-carboxybenzenesulfonamide (50.00 grams), toluenesulfonic acid (2.5 grams) and methanol (197 mL). The mixture was heated to 70° C. for 16 hours. The cooled mixture was concentrated on a rotary evaporator. Diethyl ether (200 mL) was added to the concentrate and stirred. The resulting solid was filtered to afford 51.3 grams of the desired 4-methoxycarbonylbenzenesulf...